From a dataset of the Open Reaction Database (ORD), a public repository of structured organic reaction records. describe an organic reaction: reactants, conditions, products, and yield The reactants are C(CC)(=O)NN (propionic acid hydrazide), ClC=1C=CC2=C(C(=NCC(N2)=S)C2=CC=CC=C2)C1 (7-chloro-1,3-dihydro-5-phenyl-2H-1,4-benzodiazepine-2-thione). The solvent is C(C)O (ethanol). Run at temperature 250 celsius. Yields the product ClC=1C=CC2=C(C(=NCC=3N2C(=NN3)CC)C3=CC=CC=C3)C1 (8-chloro-1-ethyl-6-phenyl-4H-s-triazolo-[4,3-a][1,4]benzodiazepine). Reaction SMILES: [Cl:1][C:2]1[CH:3]=[CH:4][C:5]2[NH:11][C:10](=S)[CH2:9][N:8]=[C:7]([C:13]3[CH:18]=[CH:17][CH:16]=[CH:15][CH:14]=3)[C:6]=2[CH:19]=1.[C:20]([NH:24][NH2:25])(=O)[CH2:21][CH3:22]>C(O)C>[Cl:1][C:2]1[CH:3]=[CH:4][C:5]2[N:11]3[C:20]([CH2:21][CH3:22])=[N:24][N:25]=[C:10]3[CH2:9][N:8]=[C:7]([C:13]3[CH:18]=[CH:17][CH:16]=[CH:15][CH:14]=3)[C:6]=2[CH:19]=1. Reported procedure: In the manner given in Example 2, 7-chloro-1,3-dihydro-5-phenyl-2H-1,4-benzodiazepine-2-thione was heated in ethanol with propionic acid hydrazide and the resulting product heated to 250° C. to give 8-chloro-1-ethyl-6-phenyl-4H-s-triazolo-[4,3-a][1,4]benzodiazepine of melting point 231.5°-232.5° C. The ultraviolet spectrum (ethanol) had end absorption λ max. 224 (ε = 39,250) and inflections 248 (ε = 15,000), 266 (ε = 6,900) and 290 mμ(ε = 3,250). Reactants: [Li]CCCC, O=CCC1CCN(Cc2ccccc2)CC1, Brc1ccccc1OCC1CCCCC1, C1CCOC1, O. The product is OC(CC1CCN(Cc2ccccc2)CC1)c1ccccc1OCC1CCCCC1. RXN SMILES: [CH2:1]([Li:2])[CH2:3][CH2:4][CH3:5].[CH2:21]([c:22]1[cH:23][cH:24][cH:25][cH:26][cH:27]1)[N:28]1[CH2:29][CH2:30][CH:31]([CH2:34][CH:35]=[O:36])[CH2:32][CH2:33]1.[CH2:6]1[CH:7]([CH2:12][O:13][c:14]2[c:15]([Br:20])[cH:16][cH:17][cH:18][cH:19]2)[CH2:8][CH2:9][CH2:10][CH2:11]1.[O:38]1[CH2:39][CH2:40][CH2:41][CH2:42]1.[OH2:37]>>[CH2:6]1[CH:7]([CH2:12][O:13][c:14]2[c:15]([CH:35]([CH2:34][CH:31]3[CH2:30][CH2:29][N:28]([CH2:21][c:22]4[cH:23][cH:24][cH:25][cH:26][cH:27]4)[CH2:33][CH2:32]3)[OH:36])[cH:16][cH:17][cH:18][cH:19]2)[CH2:8][CH2:9][CH2:10][CH2:11]1. The reactants are CC(C)(C)[O-], O=C(Cl)c1ccc(Cl)c(C(F)(F)F)c1, [K+], CNC(=O)c1cc(Oc2ccc(-c3cnnc(N)n3)cc2)ccn1, CN(C)C=O. Yields the product CNC(=O)c1cc(Oc2ccc(-c3cnnc(NC(=O)c4ccc(Cl)c(C(F)(F)F)c4)n3)cc2)ccn1. Reaction SMILES: [CH3:25][C:26]([CH3:27])([O-:28])[CH3:29].[Cl:31][c:32]1[c:33]([C:41]([F:42])([F:43])[F:44])[cH:34][c:35]([C:36](=[O:37])[Cl:38])[cH:39][cH:40]1.[K+:30].[NH2:1][c:2]1[n:3][n:4][cH:5][c:6](-[c:8]2[cH:9][cH:10][c:11]([O:12][c:13]3[cH:14][c:15]([C:19](=[O:20])[NH:21][CH3:22])[n:16][cH:17][cH:18]3)[cH:23][cH:24]2)[n:7]1.[O:45]=[CH:46][N:47]([CH3:48])[CH3:49]>>[NH:1]([c:2]1[n:3][n:4][cH:5][c:6](-[c:8]2[cH:9][cH:10][c:11]([O:12][c:13]3[cH:14][c:15]([C:19](=[O:20])[NH:21][CH3:22])[n:16][cH:17][cH:18]3)[cH:23][cH:24]2)[n:7]1)[C:36]([c:35]1[cH:34][c:33]([C:41]([F:42])([F:43])[F:44])[c:32]([Cl:31])[cH:40][cH:39]1)=[O:37].